From a dataset of the Open Reaction Database (ORD), a public repository of structured organic reaction records. describe an organic reaction: reactants, conditions, products, and yield Starting materials: CC(C)(C)C1COS(=O)(=O)C1, CCO, CN(C)C=O, NCc1ccccc1. The product is CC(C)(C)C(CNCc1ccccc1)CS(=O)(=O)O. Reaction SMILES: [C:1]([CH3:2])([CH3:3])([CH3:4])[CH:5]1[CH2:6][S:7](=[O:10])(=[O:11])[O:8][CH2:9]1.[CH3:20][CH2:21][OH:22].[CH3:23][N:24]([CH3:25])[CH:26]=[O:27].[NH2:12][CH2:13][c:14]1[cH:15][cH:16][cH:17][cH:18][cH:19]1>>[C:1]([CH3:2])([CH3:3])([CH3:4])[CH:5]([CH2:6][S:7]([OH:8])(=[O:10])=[O:11])[CH2:9][NH:12][CH2:13][c:14]1[cH:15][cH:16][cH:17][cH:18][cH:19]1. The solvent is CC(=O)C (acetone). Product: CC1(OC([C@@H](O1)[C@H](C(=O)O)CC1=CC=CC=C1)=O)C ((2R)-2-[(4S)-2,2-dimethyl-5-oxo-1,3-dioxolan-4-yl]-3-phenylpropanoic acid). Reagents/catalysts: [Cu](Cl)Cl (copper(II) chloride). The reactants are C(C1=CC=CC=C1)[C@@H](C(=O)O)[C@@H](C(=O)O)O ((2R,3S)-2-benzyl-3-hydroxysuccinic acid), COC(C)(C)OC (2,2-dimethoxypropane). Procedure: To a solution of (2R,3S)-2-benzyl-3-hydroxysuccinic acid (1.70 g; 7.58 mmol; 1.0 eq.) in acetone (50.0 mL) was added 2,2-dimethoxypropane (1.86 g; 15.2 mmol; 2.0 eq.) and copper(II) chloride (102 mg; 0.76 mmol; 0.1 eq.). The resulting reaction mixture was stirred for 2 h at RT. The reaction mixture was evaporated and the residue taken up in CHCl3. Activated charcoal is added and the resulting mixture stirred for one hour. Filtration on a pad of celite gave the title product as a greenish oil (1.... The yield is 72.9%. Reaction SMILES: [CH2:1]([C@H:8]([C@H:12]([OH:16])[C:13]([OH:15])=[O:14])[C:9]([OH:11])=[O:10])[C:2]1[CH:7]=[CH:6][CH:5]=[CH:4][CH:3]=1.CO[C:19](OC)([CH3:21])[CH3:20]>CC(C)=O.[Cu](Cl)Cl>[CH3:20][C:19]1([CH3:21])[O:16][C@@H:12]([C@@H:8]([CH2:1][C:2]2[CH:3]=[CH:4][CH:5]=[CH:6][CH:7]=2)[C:9]([OH:11])=[O:10])[C:13](=[O:15])[O:14]1. Reaction conditions: time 2 hour. Starting materials: CC1(C2CCC3(C1C2)CO3)C (beta pinene oxide), Cl (HCl). Product: CC(=C)[C@H]1CCC(=CC1)CO (perillyl alcohol). As a reaction SMILES: [CH3:1][C:2]1([CH3:11])[CH:7]2[CH2:8][CH:3]1[CH2:4][CH2:5][C:6]12[O:10][CH2:9]1.Cl>>[CH3:11][C:2]([C@@H:3]1[CH2:4][CH:5]=[C:6]([CH2:9][OH:10])[CH2:7][CH2:8]1)=[CH2:1]. Procedure details: In 1980 Lazare and co-workers reported a ninety percent (90%) yield of a diol that was obtained by treating beta-pinene oxide with mercury (II) salts in tetrahydrofuran/water solutions. (J. Chem. Soc. Perkin Trans I 1980, 1747). The diol was extracted with chloroform followed by its reaction with 1.5 N. hydrochloric acid to give an eighty-five percent (85%) yield of perillyl alcohol based on the initial beta pinene oxide. The applicants could not reproduce the acid-catalyzed dehydration using 1.... The reactants are O=C1NC(=NC2=NC=NC=C21)CN2C(C1=CC=CC=C1C2=O)=O (2-(4-oxo-3,4-dihydro-pyrimido[4,5-d]pyrimidin-2-ylmethyl)-isoindole-1,3-dione), O.NN (hydrazine monohydrate). The product is NCC=1NC(C=2C(=NC=NC2)N1)=O (2-aminomethyl-3H-pyrimido[4,5-d]pyrimidin-4-one). As a reaction SMILES: [O:1]=[C:2]1[C:11]2[C:6](=[N:7][CH:8]=[N:9][CH:10]=2)[N:5]=[C:4]([CH2:12][N:13]2C(=O)C3C(=CC=CC=3)C2=O)[NH:3]1.O.NN>C(O)C>[NH2:13][CH2:12][C:4]1[NH:3][C:2](=[O:1])[C:11]2[C:6]([N:5]=1)=[N:7][CH:8]=[N:9][CH:10]=2 |f:1.2|. Solvent: C(C)O (ethanol). Isolated yield 83.1%. Conditions: time 4 hour. Procedure: A suspension of 2-(4-oxo-3,4-dihydro-pyrimido[4,5-d]pyrimidin-2-ylmethyl)-isoindole-1,3-dione (50 mg, 0.163 mmol) and hydrazine monohydrate (0.25 mL, 5.09 mmol) in ethanol (3 mL) was stirred at ambient temperature for 4 hours. A light yellow solid of 2-amino-isoindole-1.3-dione was filtered off, the filtrate was evaporated and purified by column chromatography (silica gel, EtOAc/MeOH, 1/1) to yield 2-aminomethyl-3H-pyrimido[4,5-d]pyrimidin-4-one (24 mg, 83%) as a off-white solid. MS (m/e): 176.2... Product: [N+](=O)([O-])C1=C(SC=C1)N1N=CC=C1 (1-(3-nitrothiophen-2-yl)-1H-pyrazole). The solvent is [Cl-].[Na+].O (brine), CN(C)C=O (DMF). As a reaction SMILES: CC(C)([O-])C.[K+].[NH:7]1[CH:11]=[CH:10][CH:9]=[N:8]1.Cl[C:13]1[S:14][CH:15]=[CH:16][C:17]=1[N+:18]([O-:20])=[O:19]>CN(C=O)C.[Cl-].[Na+].O>[N+:18]([C:17]1[CH:16]=[CH:15][S:14][C:13]=1[N:7]1[CH:11]=[CH:10][CH:9]=[N:8]1)([O-:20])=[O:19] |f:0.1,5.6.7|. Run at time 1 hour. Starting materials: CC(C)([O-])C.[K+] (Potassium tert-butoxide), N1N=CC=C1 (1H-pyrazole), ClC=1SC=CC1[N+](=O)[O-] (2-chloro-3-nitrothiophene). Reported procedure: Potassium tert-butoxide (2.28 g, 20.3 mmol) and 1H-pyrazole (2.02 g, 29.7 mmol) in DMF (50 ml) was stirred for 30 min. 2-chloro-3-nitrothiophene (2.56 g, 15.6 mmol) was added and the solution was placed into a preheated oil bath at 100° C. After stirring for 1 h, the solution was diluted with brine and extracted with diethyl ether. The combined organic extracts were dried over magnesium sulfate, filtered and concentrated under reduced pressure. The residue was flash chromatographed with 9:1, 4:1... Solvent: C=1(C(=CC=CC1)C)C (xylene). Product: COC1=CC=C(C=C1)N(C1=CC=CC=C1)C1=CC=C(C=C1)OC (N,N-di(4-methoxyphenyl)aniline). Procedure details: 1.00 g (4.46 mmols) of N,N-di(4-methoxyphenyl)amine (31a), 1.00 g (4.90 mmols) of iodobenzene (32a), 0.502 g (5.23 mmols) of t-BuONa and 0.010 g (0.044 mmols) of Pd(CH3COO)2 were dissolved in anhydrous xylene, and while refluxing the solution in an atmosphere of nitrogen, 1.0 ml of 0.237 M of P(But)3 was further dropped, followed by refluxing for 4 hours. RXN SMILES: [CH3:1][O:2][C:3]1[CH:8]=[CH:7][C:6]([NH:9][C:10]2[CH:15]=[CH:14][C:13]([O:16][CH3:17])=[CH:12][CH:11]=2)=[CH:5][CH:4]=1.I[C:19]1[CH:24]=[CH:23][CH:22]=[CH:21][CH:20]=1.C(O[Na])(C)(C)C>C1(C)C(C)=CC=CC=1>[CH3:17][O:16][C:13]1[CH:14]=[CH:15][C:10]([N:9]([C:6]2[CH:5]=[CH:4][C:3]([O:2][CH3:1])=[CH:8][CH:7]=2)[C:19]2[CH:24]=[CH:23][CH:22]=[CH:21][CH:20]=2)=[CH:11][CH:12]=1. Starting materials: COC1=CC=C(C=C1)NC1=CC=C(C=C1)OC (N,N-di(4-methoxyphenyl)amine), IC1=CC=CC=C1 (iodobenzene), C(C)(C)(C)O[Na] (t-BuONa), Pd(CH3COO)2. Reactants: O=C1C(N2CCC(c3cc(Cl)cc(Cl)c3)C2)CCN1c1cc(F)cc(F)c1, O=S(=O)(O)Cl, O. Product: O=C1C(N2CCC(c3cc(Cl)cc(Cl)c3)C2)CCN1c1cc(F)c(S(=O)(=O)Cl)c(F)c1. Reaction SMILES: [Cl:1][c:2]1[cH:3][c:4]([CH:9]2[CH2:10][N:11]([CH:14]3[C:15](=[O:27])[N:16]([c:19]4[cH:20][c:21]([F:26])[cH:22][c:23]([F:25])[cH:24]4)[CH2:17][CH2:18]3)[CH2:12][CH2:13]2)[cH:5][c:6]([Cl:8])[cH:7]1.[Cl:28][S:29](=[O:30])(=[O:31])[OH:32].[OH2:33]>>[Cl:1][c:2]1[cH:3][c:4]([CH:9]2[CH2:10][N:11]([CH:14]3[C:15](=[O:27])[N:16]([c:19]4[cH:20][c:21]([F:26])[c:22]([S:29]([Cl:28])(=[O:30])=[O:31])[c:23]([F:25])[cH:24]4)[CH2:17][CH2:18]3)[CH2:12][CH2:13]2)[cH:5][c:6]([Cl:8])[cH:7]1. The reactants are CC(C)(C)NCCCOc1ccccc1C(=O)c1cccc2[nH]ccc12, CC(=O)O, O=C1CCC(=O)N1Cl, [Na+], [Na+], O=C([O-])[O-]. The product is CC(C)(C)NCCCOc1ccccc1C(=O)c1cccc2[nH]cc(Cl)c12. Reaction SMILES: [CH3:1][C:2]([CH3:3])([CH3:4])[NH:5][CH2:6][CH2:7][CH2:8][O:9][c:10]1[c:11]([C:16](=[O:17])[c:18]2[c:19]3[cH:20][cH:21][nH:22][c:23]3[cH:24][cH:25][cH:26]2)[cH:12][cH:13][cH:14][cH:15]1.[CH3:41][C:42](=[O:43])[OH:44].[Cl:27][N:28]1[C:29](=[O:30])[CH2:31][CH2:32][C:33]1=[O:34].[Na+:35].[Na+:36].[O-:37][C:38](=[O:39])[O-:40]>>[CH3:1][C:2]([CH3:3])([CH3:4])[NH:5][CH2:6][CH2:7][CH2:8][O:9][c:10]1[c:11]([C:16](=[O:17])[c:18]2[c:19]3[c:20]([Cl:27])[cH:21][nH:22][c:23]3[cH:24][cH:25][cH:26]2)[cH:12][cH:13][cH:14][cH:15]1. Solvent: C1CCOC1 (THF), C1CCOC1 (THF). Product: C(C)(C)(C)C1=CC=C(COC2=C(C=CC=C2)/C=C/C(CCC2=CC=C(C(=O)NNC(N)=S)C=C2)CC2=CC=C(C=C2)C#N)C=C1 (2-{4-[(4E)-5-{2-[(4-tert-Butylbenzyl)oxy]phenyl}-3-(4-cyanobenzyl)pent-4-en-1-yl]benzoyl}-hydrazinecarbothioamide). Conditions: time 30 minute. Reactants: C(C(=O)Cl)(=O)Cl (oxalyl chloride), C(C)(C)(C)C1=CC=C(COC2=C(C=CC=C2)/C=C/C(CCC2=CC=C(C(=O)O)C=C2)CC2=CC=C(C=C2)C#N)C=C1 (4-[(4E)-5-{2-[(4-tert-butylbenzyl)oxy]phenyl}-3-(4-cyanobenzyl)pent-4-en-1-yl]-benzoic acid), NNC(=S)N (thiosemicarbazide). As a reaction SMILES: C(Cl)(=O)C(Cl)=O.[C:7]([C:11]1[CH:47]=[CH:46][C:14]([CH2:15][O:16][C:17]2[CH:22]=[CH:21][CH:20]=[CH:19][C:18]=2/[CH:23]=[CH:24]/[CH:25]([CH2:37][C:38]2[CH:43]=[CH:42][C:41]([C:44]#[N:45])=[CH:40][CH:39]=2)[CH2:26][CH2:27][C:28]2[CH:36]=[CH:35][C:31]([C:32](O)=[O:33])=[CH:30][CH:29]=2)=[CH:13][CH:12]=1)([CH3:10])([CH3:9])[CH3:8].[NH2:48][NH:49][C:50]([NH2:52])=[S:51]>C1COCC1.CN(C=O)C>[C:7]([C:11]1[CH:47]=[CH:46][C:14]([CH2:15][O:16][C:17]2[CH:22]=[CH:21][CH:20]=[CH:19][C:18]=2/[CH:23]=[CH:24]/[CH:25]([CH2:37][C:38]2[CH:43]=[CH:42][C:41]([C:44]#[N:45])=[CH:40][CH:39]=2)[CH2:26][CH2:27][C:28]2[CH:29]=[CH:30][C:31]([C:32]([NH:48][NH:49][C:50](=[S:51])[NH2:52])=[O:33])=[CH:35][CH:36]=2)=[CH:13][CH:12]=1)([CH3:8])([CH3:10])[CH3:9]. Procedure: 5.9 mg (0.05 mmol) of oxalyl chloride are slowly added dropwise to a solution of 12.7 mg (0.02 mmol) of 4-[(4E)-5-{2-[(4-tert-butylbenzyl)oxy]phenyl}-3-(4-cyanobenzyl)pent-4-en-1-yl]-benzoic acid from Example 100A in 0.2 ml of dry THF with 1 drop of DMF while cooling in ice. The reaction mixture is stirred at RT for 30 minutes and then concentrated in vacuo, and the residue is coevaporated twice with dichloromethane and then taken up in 0.2 ml of THF. This solution is added dropwise to a solutio... Reagents/catalysts: CN(C)C=O (DMF).